From a dataset of the Open Reaction Database (ORD), a public repository of structured organic reaction records. describe an organic reaction: reactants, conditions, products, and yield Reactants: NC1=C2N=CC(NC2=CC=C1)=O (5-aminoquinoxalin-2(1H)-one), TEA, C[Si](C)(C)C=[N+]=[N-] ((trimethylsilyl)diazomethane). Run in CO (methanol), C(Cl)Cl (DCM), C(C)#N (acetonitrile). Reaction conditions: time 3 hour. The product is COC1=NC=2C=CC=C(C2N=C1)N (2-Methoxyquinoxalin-5-amine). Yield: 34.9%. RXN SMILES: [NH2:1][C:2]1[CH:11]=[CH:10][CH:9]=[C:8]2[C:3]=1[N:4]=[CH:5][C:6](=[O:12])[NH:7]2.[CH3:13][Si](C=[N+]=[N-])(C)C>CO.C(Cl)Cl.C(#N)C>[CH3:13][O:12][C:6]1[CH:5]=[N:4][C:3]2[C:2]([NH2:1])=[CH:11][CH:10]=[CH:9][C:8]=2[N:7]=1. Procedure details: To a suspension of 5-aminoquinoxalin-2(1H)-one (440 mg, 2.73 mmol) in methanol (1 mL), DCM (8 mL) and acetonitrile (8 mL), at 0° C., was added TEA (1.14 mL, 8.19 mmol), followed by (trimethylsilyl)diazomethane (2 mL, 4.10 mmol; 2.0M in hexanes). The reaction mixture was allowed to warm to RT and stirred for additional 3 hours. The suspension was filtered, and the filtrate was concentrated under reduced pressure. The crude product was purified by silica gel chromatography, eluting with 10%-50% et... Starting materials: [Si](C)(C)(C(C)(C)C)O[C@@H](CN[C@@H](CC=1C=C2C=C(NC2=CC1)C(=O)OC)C)C1=CC(=C(C=C1)O)CO (methyl 5-[(2R)-2-({(2R)-2-{[tert-butyl(dimethyl)silyl]oxy}-2-[4-hydroxy-3-(hydroxymethyl)phenyl]ethyl}amino)propyl]-1H-indole-2-carboxylate), [OH-].[Na+] (sodium hydroxide). Run in O1CCOCC1 (1,4-dioxane), O (water). Conditions: time 30 minute. Product: [Si](C)(C)(C(C)(C)C)O[C@@H](CN[C@@H](CC=1C=C2C=C(NC2=CC1)C(=O)O)C)C1=CC(=C(C=C1)O)CO (5-[(2R)-2-({(2R)-2-{[tert-butyl(dimethyl)silyl]oxy}-2-[4-hydroxy-3-(hydroxymethyl)phenyl]ethyl}amino)propyl]-1H-indole-2-carboxylic acid). Reaction SMILES: [Si:1]([O:8][C@H:9]([C:28]1[CH:33]=[CH:32][C:31]([OH:34])=[C:30]([CH2:35][OH:36])[CH:29]=1)[CH2:10][NH:11][C@H:12]([CH3:27])[CH2:13][C:14]1[CH:15]=[C:16]2[C:20](=[CH:21][CH:22]=1)[NH:19][C:18]([C:23]([O:25]C)=[O:24])=[CH:17]2)([C:4]([CH3:7])([CH3:6])[CH3:5])([CH3:3])[CH3:2].[OH-].[Na+]>O1CCOCC1.O>[Si:1]([O:8][C@H:9]([C:28]1[CH:33]=[CH:32][C:31]([OH:34])=[C:30]([CH2:35][OH:36])[CH:29]=1)[CH2:10][NH:11][C@H:12]([CH3:27])[CH2:13][C:14]1[CH:15]=[C:16]2[C:20](=[CH:21][CH:22]=1)[NH:19][C:18]([C:23]([OH:25])=[O:24])=[CH:17]2)([C:4]([CH3:7])([CH3:5])[CH3:6])([CH3:3])[CH3:2] |f:1.2|. Procedure details: A solution of methyl 5-[(2R)-2-({(2R)-2-{[tert-butyl(dimethyl)silyl]oxy}-2-[4-hydroxy-3-(hydroxymethyl)phenyl]ethyl}amino)propyl]-1H-indole-2-carboxylate (Preparation 12, 0.30 g, 0.59 mmol) in 1,4-dioxane (10 ml) was treated with a solution of sodium hydroxide (59 mg, 1.46 mmol) in water (1 ml) and the resulting mixture left to stir at room temperature for 30 minutes. After this time the reaction mixture was heated to 90° C. for 30 minutes and then cooled to room temperature. The solvent was rem... The reactants are C(C(=O)C)(=O)OCC (ethyl pyruvate), 3A, C1(=CC=C(C=C1)NN)C (para-Tolylhydrazine). Solvent: C(Cl)Cl (methylene chloride). Run at time 30 minute. The product is CC1=CC=C(C=C1)NN=C(C(=O)OCC)C (2-[(4-Methylphenyl)hydrazono]propanoic acid, ethyl ester). Isolated yield 96.7%. Reaction SMILES: [C:1]1([CH3:9])[CH:6]=[CH:5][C:4]([NH:7][NH2:8])=[CH:3][CH:2]=1.[C:10]([O:15][CH2:16][CH3:17])(=[O:14])[C:11]([CH3:13])=O>C(Cl)Cl>[CH3:9][C:1]1[CH:6]=[CH:5][C:4]([NH:7][N:8]=[C:11]([CH3:13])[C:10]([O:15][CH2:16][CH3:17])=[O:14])=[CH:3][CH:2]=1. Procedure details: para-Tolylhydrazine (1.2024 g, 9.84 mmol, 1.0 eq.) was combined with ethyl pyruvate (1.08 ml, 9.84 mmol, 1.0 eq.) and 3A sieves (3.6 g, 300% by weight) in methylene chloride (9.8 ml, 1M) at room temperature. After 30 minutes, the reaction was filtered through anhydrous magnesium sulfate and concentrated to give the title A compound (2.095 g) which was used in the next step without purification or characterization. Reactants: FC(C=1C=C(C=CC1)NC1=NC=NC2=C(C=CC=C12)N)(F)F (N4-(3-(trifluoromethyl)phenyl)quinazoline-4,8-diamine), CCN(C(C)C)C(C)C (DIPEA), ClC=1C(=NC(=CC1)CNC(C(C)(C)C)=O)C(=O)O (3-chloro-6-(pivalamidomethyl)picolinic acid), C(C(=O)Cl)(=O)Cl (oxalyl chloride). The reagents and catalysts are CN(C)C=O (DMF). Solvent: C(Cl)Cl (CH2Cl2). Product: ClC=1C(=NC(=CC1)CNC(C(C)(C)C)=O)C(=O)NC=1C=CC=C2C(=NC=NC12)NC1=CC(=CC=C1)C(F)(F)F (3-Chloro-6-(pivalamidomethyl)-N-(4-((3-(trifluoromethyl)phenyl)amino)quinazolin-8-yl)picolinamide). Isolated yield 43.8%. RXN SMILES: [F:1][C:2]([F:22])([F:21])[C:3]1[CH:4]=[C:5]([NH:9][C:10]2[C:19]3[C:14](=[C:15]([NH2:20])[CH:16]=[CH:17][CH:18]=3)[N:13]=[CH:12][N:11]=2)[CH:6]=[CH:7][CH:8]=1.[Cl:23][C:24]1[C:25]([C:38](O)=[O:39])=[N:26][C:27]([CH2:30][NH:31][C:32](=[O:37])[C:33]([CH3:36])([CH3:35])[CH3:34])=[CH:28][CH:29]=1.C(Cl)(=O)C(Cl)=O.CCN(C(C)C)C(C)C>CN(C=O)C.C(Cl)Cl>[Cl:23][C:24]1[C:25]([C:38]([NH:20][C:15]2[CH:16]=[CH:17][CH:18]=[C:19]3[C:14]=2[N:13]=[CH:12][N:11]=[C:10]3[NH:9][C:5]2[CH:6]=[CH:7][CH:8]=[C:3]([C:2]([F:1])([F:21])[F:22])[CH:4]=2)=[O:39])=[N:26][C:27]([CH2:30][NH:31][C:32](=[O:37])[C:33]([CH3:36])([CH3:34])[CH3:35])=[CH:28][CH:29]=1. Reported procedure: The title compound was prepared following the procedure described in Example-1 using N4-(3-(trifluoromethyl)phenyl)quinazoline-4,8-diamine (Intermediate-7, 50 mg, 0.164 mmol), 3-chloro-6-(pivalamidomethyl)picolinic acid (Intermediate-3, 85 mg, 0.314 mmol), oxalyl chloride (59 mg, 0.47 mmol), DMF (1 drop) and DIPEA (63 mg, 0.49 mmol) in CH2Cl2 (2 mL) to afford 40 mg of the title product. 1H NMR (300 MHz, DMSO-d6): δ 11.62 (s, 1H), 10.14 (s, 1H), 8.94 (d, J=7.8 Hz, 1H), 8.77 (s, 1H), 8.32-8.27 (m,... Reactants: Cc1cc(-n2cc(C(F)(F)F)cn2)ccc1OCc1ccccc1, C1CCOC1, CCO, [H][H], [OH-], [OH-], [Pd+2]. Product: Cc1cc(-n2cc(C(F)(F)F)cn2)ccc1O. RXN SMILES: [CH2:1]([c:2]1[cH:3][cH:4][cH:5][cH:6][cH:7]1)[O:8][c:9]1[c:10]([CH3:24])[cH:11][c:12](-[n:15]2[n:16][cH:17][c:18]([C:20]([F:21])([F:22])[F:23])[cH:19]2)[cH:13][cH:14]1.[CH2:33]1[O:34][CH2:35][CH2:36][CH2:37]1.[CH3:25][CH2:26][OH:27].[H:28][H:29].[OH-:30].[OH-:32].[Pd+2:31]>>[OH:8][c:9]1[c:10]([CH3:24])[cH:11][c:12](-[n:15]2[n:16][cH:17][c:18]([C:20]([F:21])([F:22])[F:23])[cH:19]2)[cH:13][cH:14]1.